This data is from the Open Reaction Database (ORD), a public repository of structured organic reaction records. The task is: describe an organic reaction: reactants, conditions, products, and yield The reactants are CC(C)(C)OC(=O)N1CCC(=O)CC1, C1CCOC1, CN(C)CCN(C)C, [Li]CCCC, Cn1cnc2c(N3CCOCC3)nc(Cl)nc21. The product is Cn1c(C2(O)CCN(C(=O)OC(C)(C)C)CC2)nc2c(N3CCOCC3)nc(Cl)nc21. RXN SMILES: [C:31]([CH3:32])([CH3:33])([CH3:34])[O:35][C:36](=[O:37])[N:38]1[CH2:39][CH2:40][C:41](=[O:44])[CH2:42][CH2:43]1.[CH2:45]1[O:46][CH2:47][CH2:48][CH2:49]1.[CH3:18][N:19]([CH3:20])[CH2:21][CH2:22][N:23]([CH3:24])[CH3:25].[CH3:26][CH2:27][CH2:28][CH2:29][Li:30].[Cl:1][c:2]1[n:3][c:4]([N:12]2[CH2:13][CH2:14][O:15][CH2:16][CH2:17]2)[c:5]2[n:6][cH:7][n:8]([CH3:11])[c:9]2[n:10]1>>[Cl:1][c:2]1[n:3][c:4]([N:12]2[CH2:13][CH2:14][O:15][CH2:16][CH2:17]2)[c:5]2[n:6][c:7]([C:41]3([OH:44])[CH2:40][CH2:39][N:38]([C:36]([O:35][C:31]([CH3:32])([CH3:33])[CH3:34])=[O:37])[CH2:43][CH2:42]3)[n:8]([CH3:11])[c:9]2[n:10]1. Run at time 3 hour. Yield: 53.1%. Procedure: 5.5 g of 1-methyl-5-hydroxy-8-benzyloxy-3,4-dihydrocarbostyril was added to 15 g of epichlorohydrin, and 12 drops of piperidine were then added thereto followed by stirring at 90° to 100° C. for 3 hours. The unreacted epichlorohydrin and piperidine were evaporated under reduced pressure, and the residue was dissolved in chloroform, washed successively with a 5% aqueous solution of sodium hydroxide and water and dried over anhydrous potassium carbonate. The chloroform was evaporated under reduced... The reagents and catalysts are N1CCCCC1 (piperidine). Yields the product CN1C(=O)CCC2=C(C=CC(=C12)OCC1=CC=CC=C1)OCC1CO1 (1-methyl-5-(2,3-epoxypropoxy)-8-benzyloxy-3,4-dihydrocarbostyril). Reactants: CN1C(=O)CCC2=C(C=CC(=C12)OCC1=CC=CC=C1)O (1-methyl-5-hydroxy-8-benzyloxy-3,4-dihydrocarbostyril), C(Cl)C1CO1 (epichlorohydrin). Reaction SMILES: [CH3:1][N:2]1[C:12]2[C:7](=[C:8]([OH:21])[CH:9]=[CH:10][C:11]=2[O:13][CH2:14][C:15]2[CH:20]=[CH:19][CH:18]=[CH:17][CH:16]=2)[CH2:6][CH2:5][C:3]1=[O:4].[CH2:22]([CH:24]1[O:26][CH2:25]1)Cl>N1CCCCC1>[CH3:1][N:2]1[C:12]2[C:7](=[C:8]([O:21][CH2:22][CH:24]3[O:26][CH2:25]3)[CH:9]=[CH:10][C:11]=2[O:13][CH2:14][C:15]2[CH:20]=[CH:19][CH:18]=[CH:17][CH:16]=2)[CH2:6][CH2:5][C:3]1=[O:4]. The reactants are [OH-].[Na+] (sodium hydroxide), ClC1=C(C(=O)N[C@@H]2CC[C@H](CC2)C=O)C=C(C=C1)C(F)(F)F (trans-2-chloro-N-(4-formyl-cyclohexyl)-5-trifluoromethyl-benzamide), FC=1C=C(N)C=CC1 (3-fluoroaniline), C(C)(=O)O[BH-](OC(C)=O)OC(C)=O.[Na+] (sodium triacetoxyborohydride), crude product. Run in C(Cl)Cl (DCM), C(Cl)Cl (DCM), C(Cl)Cl (DCM). Run at time 1 hour. The product is ClC1=C(C(=O)N[C@@H]2CC[C@H](CC2)CNC2=CC(=CC=C2)F)C=C(C=C1)C(F)(F)F (Trans-2-Chloro-N-{4-[(3-fluoro-phenylamino)-methyl]-cyclohexyl}-5-trifluoromethyl-benzamide). RXN SMILES: [Cl:1][C:2]1[CH:18]=[CH:17][C:16]([C:19]([F:22])([F:21])[F:20])=[CH:15][C:3]=1[C:4]([NH:6][C@H:7]1[CH2:12][CH2:11][C@H:10]([CH:13]=O)[CH2:9][CH2:8]1)=[O:5].[F:23][C:24]1[CH:25]=[C:26]([CH:28]=[CH:29][CH:30]=1)[NH2:27].C(O[BH-](OC(=O)C)OC(=O)C)(=O)C.[Na+].[OH-].[Na+]>C(Cl)Cl>[Cl:1][C:2]1[CH:18]=[CH:17][C:16]([C:19]([F:22])([F:21])[F:20])=[CH:15][C:3]=1[C:4]([NH:6][C@H:7]1[CH2:12][CH2:11][C@H:10]([CH2:13][NH:27][C:26]2[CH:28]=[CH:29][CH:30]=[C:24]([F:23])[CH:25]=2)[CH2:9][CH2:8]1)=[O:5] |f:2.3,4.5|. Procedure: To a 50 mL round-bottomed flask containing trans-2-chloro-N-(4-formyl-cyclohexyl)-5-trifluoromethyl-benzamide (Ex. 1 step 3) (1.0 g, 3.0 mmol) and 3-fluoroaniline (0.29 mL, 3.0 mmol) in dry DCM (25 mL) is added sodium triacetoxyborohydride (953 mg, 4.49 mmol) in three portions over 1-2 minutes. The suspension is stirred at RT for 1 hour. 1N sodium hydroxide (25 mL) is added and the mixture is stirred at RT for 20 min. The mixture is then diluted with DCM (50 mL) and the DCM layer separated and w... Reactants: COC(C1=CC(=C(C=C1)O)N)=O (3-amino-4-hydroxy-benzoic acid methyl ester), C(C(=O)Cl)(=O)Cl (oxalyl chloride), CN(C)C=O (DMF), C12(CC3CC(CC(C1)C3)C2)C2=CC=C(OCC(=O)O)C=C2 (4-Adamantan-1-yl-phenoxy acetic acid). The solvent is N1=CC=CC=C1 (pyridine), C1CCOC1 (THF). Yields the product COC(C1=CC(=C(C=C1)O)NC(COC1=CC=C(C=C1)C12CC3CC(CC(C1)C3)C2)=O)=O (3-[2-(4-adamantan-1-yl-phenoxy)-acetylamino]-4-hydroxy-benzoic acid methyl ester). Isolated yield 84.1%. RXN SMILES: [C:1]12([C:11]3[CH:21]=[CH:20][C:14]([O:15][CH2:16][C:17](O)=[O:18])=[CH:13][CH:12]=3)[CH2:10][CH:5]3[CH2:6][CH:7]([CH2:9][CH:3]([CH2:4]3)[CH2:2]1)[CH2:8]2.C(Cl)(=O)C(Cl)=O.CN(C=O)C.[CH3:33][O:34][C:35](=[O:44])[C:36]1[CH:41]=[CH:40][C:39]([OH:42])=[C:38]([NH2:43])[CH:37]=1>C1COCC1.N1C=CC=CC=1>[CH3:33][O:34][C:35](=[O:44])[C:36]1[CH:41]=[CH:40][C:39]([OH:42])=[C:38]([NH:43][C:17](=[O:18])[CH2:16][O:15][C:14]2[CH:13]=[CH:12][C:11]([C:1]34[CH2:10][CH:5]5[CH2:4][CH:3]([CH2:9][CH:7]([CH2:6]5)[CH2:8]3)[CH2:2]4)=[CH:21][CH:20]=2)[CH:37]=1. Procedure details: 4-Adamantan-1-yl-phenoxy acetic acid (143.2 mg, 0.5 mmol) was dissolved in 5 ml of THF and oxalyl chloride (178.5 mg, 0.11 ml, 1.5 mmol), to which DMF was added. After reacting the mixture at room temperature for 1 hour, 3-amino-4-hydroxy-benzoic acid methyl ester (125.4 mg, 0.75 mmol) and pyridine (0.05 ml) were added thereto. The reaction mixture was reacted at room temperature. Upon completion of the reaction, the reaction mixture was extracted with ethylacetate and NaCl solution, thereafter ... Starting materials: C1(=CC(=CC=C1)B(O)O)C1=CC=CC=C1 (3-biphenylboronic acid), BrC1=CC=C(C=C1)/C(=C/C(=O)OCC)/C ((E)-ethyl 3-(4-bromophenyl)-but-2-enoate). The product is C1(=CC=CC=C1)C1=CC(=CC=C1)C1=CC=C(C=C1)/C(=C/C(=O)OCC)/C ((E)-Ethyl 3-[1,1′;3′,1″]terphenyl-4″-yl-but-2-enoate). Isolated yield 67.7%. RXN SMILES: [C:1]1([C:10]2[CH:15]=[CH:14][CH:13]=[CH:12][CH:11]=2)[CH:6]=[CH:5][CH:4]=[C:3](B(O)O)[CH:2]=1.Br[C:17]1[CH:22]=[CH:21][C:20](/[C:23](/[CH3:30])=[CH:24]/[C:25]([O:27][CH2:28][CH3:29])=[O:26])=[CH:19][CH:18]=1>>[C:10]1([C:1]2[CH:6]=[CH:5][CH:4]=[C:3]([C:17]3[CH:22]=[CH:21][C:20](/[C:23](/[CH3:30])=[CH:24]/[C:25]([O:27][CH2:28][CH3:29])=[O:26])=[CH:19][CH:18]=3)[CH:2]=2)[CH:15]=[CH:14][CH:13]=[CH:12][CH:11]=1. Procedure details: (E)-Ethyl 3-[1,1′;3′,1″]terphenyl-4″-yl-but-2-enoate (1.02 g, 68% yield) was prepared from 3-biphenylboronic acid (1.31 g, 6.60 mmol) and (E)-ethyl 3-(4-bromophenyl)-but-2-enoate (1.0 g, 4.40 mmol) by a procedure analogous to that described in example 52 a. Reactants: solution, CoCl2, C(C(CO)(CO)N)O.C(\C=C/C(=O)[O-])(=O)[O-] (Tris maleate), O=C[C@H](O)[C@@H](O)[C@H](O)[C@H](O)CO (glucose), [O-]S(=O)(=O)[O-].[Mg+2] (MgSO4). Run at temperature 85 celsius. Product: OCC(=O)[C@@H](O)[C@H](O)[C@H](O)CO (fructose). Reaction SMILES: [O:1]=[CH:2][C@@H:3]([C@H:5]([C@@H:7]([C@@H:9]([CH2:11][OH:12])[OH:10])[OH:8])[OH:6])[OH:4].[O-]S([O-])(=O)=O.[Mg+2].C(O)C(N)(CO)CO.C([O-])(=O)/C=C\C([O-])=O>>[OH:1][CH2:2][C:3]([C@H:5]([C@@H:7]([C@@H:9]([CH2:11][OH:12])[OH:10])[OH:8])[OH:6])=[O:4] |f:1.2,3.4|. Reported procedure: The conditions used for the bioconversion are the following: To a 5 ml solution of 0.8 M glucose, 10 mM MgSO4, 1 mM CoCl2, 50 mM Tris/maleate pH 6.4 was added 200 μl of the enzyme preparation. The temperature is maintained at 85° C. for 120 min to effectuate the bioconversion. Subsequently, the amount of fructose formed is determined chromatographically by HPLC. Reactants: C1(=CC=CC=C1)CC=1C(=CC=CC1)C(=O)O (α-phenyl-o-toluic acid), S(=O)(Cl)Cl (thionyl chloride), C(C)(C)(C)N (tert.butylamine). Solvent: C(C)OCC (ethyl ether), CCOCC (ether), CCOCC (ether), N1=CC=CC=C1 (pyridine). Yields the product C(C)(C)(C)NC(=O)C=1C(=CC=CC1)CC1=CC=CC=C1 (N-tert.butyl-α-phenyl-o-toluamide). As a reaction SMILES: [C:1]1([CH2:7][C:8]2[C:9]([C:14]([OH:16])=O)=[CH:10][CH:11]=[CH:12][CH:13]=2)[CH:6]=[CH:5][CH:4]=[CH:3][CH:2]=1.S(Cl)(Cl)=O.[C:21]([NH2:25])([CH3:24])([CH3:23])[CH3:22]>C(OCC)C.N1C=CC=CC=1>[C:21]([NH:25][C:14]([C:9]1[C:8]([CH2:7][C:1]2[CH:2]=[CH:3][CH:4]=[CH:5][CH:6]=2)=[CH:13][CH:12]=[CH:11][CH:10]=1)=[O:16])([CH3:24])([CH3:23])[CH3:22]. Reported procedure: To a mixture of 49.8 g. (0.235 mole) α-phenyl-o-toluic acid, 300 ml. ether and 10 ml. pyridine, add dropwise with stirring 25 ml. (0.35 mole) of thionyl chloride. The resulting mixture is stirred 21 hours at room temperature then filtered and the solvent removed in vacuo. The resulting acid chloride is dissolved in 150 ml. ether and added dropwise to 35.7 g (0.48 mole) of tert.butylamine in 500 ml. of ethyl ether, and the mixture cooled to 0° C. After addition is complete the resulting mixture i... Reactants: CC1CN(C(=O)OC(C)(C)C)CC2Cc3cc(F)cnc3N12, [Li]CCCC, C1CCCCC1, CN(C)C=O, Cc1ccccc1, O, O=C(O)CC(O)(CC(=O)O)C(=O)O. Yields the product CC1CN(C(=O)OC(C)(C)C)CC2Cc3cc(F)c(C=O)nc3N12. As a reaction SMILES: [C:1]([CH3:2])([CH3:3])([CH3:4])[O:5][C:6](=[O:7])[N:8]1[CH2:9][CH:10]2[CH2:11][c:12]3[cH:13][c:14]([F:22])[cH:15][n:16][c:17]3[N:18]2[CH:19]([CH3:21])[CH2:20]1.[CH2:23]([Li:24])[CH2:25][CH2:26][CH3:27].[CH2:53]1[CH2:54][CH2:55][CH2:56][CH2:57][CH2:58]1.[CH3:28][N:29]([CH:30]=[O:31])[CH3:32].[CH3:46][c:47]1[cH:48][cH:49][cH:50][cH:51][cH:52]1.[OH2:59].[OH:33][C:34]([CH2:35][C:36]([C:37](=[O:38])[OH:39])([CH2:40][C:41](=[O:42])[OH:43])[OH:44])=[O:45]>>[C:1]([CH3:2])([CH3:3])([CH3:4])[O:5][C:6](=[O:7])[N:8]1[CH2:9][CH:10]2[CH2:11][c:12]3[cH:13][c:14]([F:22])[c:15]([CH:30]=[O:31])[n:16][c:17]3[N:18]2[CH:19]([CH3:21])[CH2:20]1. Starting materials: NC1=CC(=NN1CC1=C(C=CC=C1)F)C(=O)OCC (Ethyl 5-Amino-1-(2-fluorobenzyl)-1H-pyrazole-3-carboxylate), CN(C)C(=O)C=C (dimethylaminoacrolein), FC(C(=O)O)(F)F (trifluoroacetic acid). Run at time 3 day. Yields the product FC1=C(CN2N=C(C=3C2=NC=CC3)C(=O)OCC)C=CC=C1 (Ethyl 1-(2-Fluorobenzyl)-1H-pyrazolo[3,4-b]pyridine-3-carboxylate). Reaction SMILES: [NH2:1][C:2]1[N:6]([CH2:7][C:8]2[CH:13]=[CH:12][CH:11]=[CH:10][C:9]=2[F:14])[N:5]=[C:4]([C:15]([O:17][CH2:18][CH3:19])=[O:16])[CH:3]=1.CN([C:23]([CH:25]=[CH2:26])=O)C.FC(F)(F)C(O)=O>>[F:14][C:9]1[CH:10]=[CH:11][CH:12]=[CH:13][C:8]=1[CH2:7][N:6]1[C:2]2=[N:1][CH:23]=[CH:25][CH:26]=[C:3]2[C:4]([C:15]([O:17][CH2:18][CH3:19])=[O:16])=[N:5]1. Reported procedure: The above solution from Example 20A is admixed with 61.25 ml (60.77 g, 0.613 mol) of dimethylaminoacrolein and 56.28 ml (83.88 g, 0.736 mol) of trifluoroacetic acid, and the mixture is boiled under argon for 3 days. The solvent is subsequently evaporated under reduced pressure and the residue is added to 2 l of water, and the mixture is extracted three times with 1 l of ethyl acetate in each case. The combined organic phases are dried with magnesium sulphate and concentrated using a rotary evapo...